This data is from the Open Reaction Database (ORD), a public repository of structured organic reaction records. The task is: describe an organic reaction: reactants, conditions, products, and yield The reactants are C1(=CC=CC=C1)C1=CC=C2CC(NC2=C1)=O (6-phenyl-2-oxindole), C(C)N(CCOC=1C=C2C=C(NC2=CC1)C=O)CC (5-(2-diethylamino-ethoxy)-1H-indole-2-carbaldehyde), N1CCCCC1 (piperidine). Run in C(C)O (ethanol). Reaction conditions: temperature 100 celsius. Yields the product C(C)N(CCOC=1C=C2C=C(NC2=CC1)C=C1C(NC2=CC(=CC=C12)C1=CC=CC=C1)=O)CC (3-[5-(2-Diethylamino-ethoxy)-1H-indol-2-ylmethylene]-6-phenyl-1,3-dihydro-indol-2-one). Isolated yield 72.0%. RXN SMILES: [C:1]1([C:7]2[CH:15]=[C:14]3[C:10]([CH2:11][C:12](=[O:16])[NH:13]3)=[CH:9][CH:8]=2)[CH:6]=[CH:5][CH:4]=[CH:3][CH:2]=1.[CH2:17]([N:19]([CH2:34][CH3:35])[CH2:20][CH2:21][O:22][C:23]1[CH:24]=[C:25]2[C:29](=[CH:30][CH:31]=1)[NH:28][C:27]([CH:32]=O)=[CH:26]2)[CH3:18].N1CCCCC1>C(O)C>[CH2:34]([N:19]([CH2:17][CH3:18])[CH2:20][CH2:21][O:22][C:23]1[CH:24]=[C:25]2[C:29](=[CH:30][CH:31]=1)[NH:28][C:27]([CH:32]=[C:11]1[C:10]3[C:14](=[CH:15][C:7]([C:1]4[CH:2]=[CH:3][CH:4]=[CH:5][CH:6]=4)=[CH:8][CH:9]=3)[NH:13][C:12]1=[O:16])=[CH:26]2)[CH3:35]. Reported procedure: A mixture of 6-phenyl-2-oxindole (40.5 mg, 0.2 mmol), 5-(2-diethylamino-ethoxy)-1H-indole-2-carbaldehyde (50 mg, 0.2 mmol) and piperidine (0.1 mL) in ethanol (1 mL) was heated at 100° C. for 2 hours. The precipitate was collected by vacuum filtration, washed with ethanol and dried to give 65 mg (72%) of the title compound. The reactants are C1CCOC1, CN(C)CCN(C)C, CCOC(C)=O, CC(C)(C)OC(=O)Nc1cccc(Cl)n1, Cl, [Li]CCCC, CN(C)C=O. Product: CC(C)(C)OC(=O)Nc1nc(Cl)ccc1C=O. Reaction SMILES: [CH2:35]1[O:36][CH2:37][CH2:38][CH2:39]1.[CH3:16][N:17]([CH3:18])[CH2:19][CH2:20][N:21]([CH3:22])[CH3:23].[CH3:40][CH2:41][O:42][C:43](=[O:44])[CH3:45].[Cl:1][c:2]1[cH:3][cH:4][cH:5][c:6]([NH:8][C:9]([O:10][C:11]([CH3:12])([CH3:13])[CH3:14])=[O:15])[n:7]1.[ClH:34].[Li:24][CH2:25][CH2:26][CH2:27][CH3:28].[O:29]=[CH:30][N:31]([CH3:32])[CH3:33]>>[Cl:1][c:2]1[cH:3][cH:4][c:5]([CH:30]=[O:29])[c:6]([NH:8][C:9]([O:10][C:11]([CH3:12])([CH3:13])[CH3:14])=[O:15])[n:7]1. Reactants: O=C(NCCc1ccccc1)C1CCCN2C(=O)CCC(N3C(=O)c4ccccc4C3=O)C(=O)N12, CCO. The product is NC1CCC(=O)N2CCCC(C(=O)NCCc3ccccc3)N2C1=O. Reaction SMILES: [CH2:1]([CH2:2][c:3]1[cH:4][cH:5][cH:6][cH:7][cH:8]1)[NH:9][C:10](=[O:11])[CH:12]1[CH2:13][CH2:14][CH2:15][N:16]2[N:17]1[C:18](=[O:35])[CH:19]([N:24]1[C:25](=[O:26])[c:27]3[c:28]([cH:29][cH:30][cH:31][cH:32]3)[C:33]1=[O:34])[CH2:20][CH2:21][C:22]2=[O:23].[CH3:36][CH2:37][OH:38]>>[CH2:1]([CH2:2][c:3]1[cH:4][cH:5][cH:6][cH:7][cH:8]1)[NH:9][C:10](=[O:11])[CH:12]1[CH2:13][CH2:14][CH2:15][N:16]2[N:17]1[C:18](=[O:35])[CH:19]([NH2:24])[CH2:20][CH2:21][C:22]2=[O:23].